Dataset: the Open Reaction Database (ORD), a public repository of structured organic reaction records. Task: describe an organic reaction: reactants, conditions, products, and yield The reactants are C(C)(C)(C)C1=C(C=CC=C1)O (2-tert butylphenol). The reagents and catalysts are above-prepared catalyst. The solvent is O1CCOCC1 (dioxane). Conditions: temperature 100 celsius, time 4.5 hour. Product: C(C)(C)(C)C1C(CCCC1)O (2-tert butylcyclohexyl alcohol), aromatic rings. RXN SMILES: [C:1]([C:5]1[CH:10]=[CH:9][CH:8]=[CH:7][C:6]=1[OH:11])([CH3:4])([CH3:3])[CH3:2]>O1CCOCC1>[C:1]([CH:5]1[CH2:10][CH2:9][CH2:8][CH2:7][CH:6]1[OH:11])([CH3:4])([CH3:2])[CH3:3]. Procedure details: In the autoclave, the resulting 453.6 grams of the 4 mole ethoxylate of 4-nonyl, 2-tert butylphenol was mixed with 125 grams of dioxane and 3.5 grams of the above-prepared catalyst and then the vessel was purged with nitrogen. Hydrogen was charged until the pressure reached 100 psi and then the autoclave was heated to 100° C. With moderate agitation the hydrogenation process continued until no more hydrogen was taken up. This reaction took approximately 4.5 hours. The product was recovered by fi... Reactants: Cl (HCl), amide, CC(CO)(C)NC(C1=CC=C(C=C1)N)=O (N-(1,1-dimethyl-2-hydroxyethyl)-4-aminobenzamide). The solvent is COCCOC (DME). Reaction conditions: temperature 5 celsius, time 2 day. Product: NC1=CC=C(C=C1)C=1OCC(N1)(C)C (2-(4-aminophenyl)-4,4-dimethyl-2-oxazoline). RXN SMILES: [CH3:1][C:2]([NH:6][C:7](=[O:15])[C:8]1[CH:13]=[CH:12][C:11]([NH2:14])=[CH:10][CH:9]=1)([CH3:5])[CH2:3]O.Cl>COCCOC>[NH2:14][C:11]1[CH:10]=[CH:9][C:8]([C:7]2[O:15][CH2:3][C:2]([CH3:1])([CH3:5])[N:6]=2)=[CH:13][CH:12]=1. Procedure details: To a solution of 9.5 g. of N-(1,1-dimethyl-2-hydroxyethyl)-4-aminobenzamide in 100 ml. of DME was added gaseous HCl such that all of the starting amide came out of solution. The solvent was removed and 30 ml. of thionyl chloride added. This solution was stirred for 2 days at 5° C. The excess thionyl chloride was removed. The amber liquid was then poured into 200 ml. of CH2Cl2 and neutralized with 20% NaOH with cooling. The solution was extracted with diethyl ether and the ether layer dried over ...